The task is: describe an organic reaction: reactants, conditions, products, and yield. This data is from the Open Reaction Database (ORD), a public repository of structured organic reaction records. Starting materials: CO, COC(=O)CCc1cnc2ccccc2c1, CO, [K+], [OH-], O. Yields the product O=C(O)CCc1cnc2ccccc2c1. RXN SMILES: [CH3:19][OH:20].[CH3:1][O:2][C:3]([CH2:4][CH2:5][c:6]1[cH:7][n:8][c:9]2[cH:10][cH:11][cH:12][cH:13][c:14]2[cH:15]1)=[O:16].[CH3:22][OH:23].[K+:18].[OH-:17].[OH2:21]>>[O:2]=[C:3]([CH2:4][CH2:5][c:6]1[cH:7][n:8][c:9]2[cH:10][cH:11][cH:12][cH:13][c:14]2[cH:15]1)[OH:16].